Dataset: the Open Reaction Database (ORD), a public repository of structured organic reaction records. Task: describe an organic reaction: reactants, conditions, products, and yield The reactants are C1CCOC1, C=CS(C)(=O)=O, CC(Oc1cc(-n2cnc3cc(Cl)ccc32)sc1C(N)=O)c1cccc(OC2CCNCC2)c1Cl. As a reaction SMILES: [CH2:42]1[O:43][CH2:44][CH2:45][CH2:46]1.[CH:36](=[CH2:37])[S:38](=[O:39])(=[O:40])[CH3:41].[Cl:1][c:2]1[cH:3][c:4]2[c:5]([n:6](-[c:9]3[cH:10][c:11]([O:17][CH:18]([CH3:19])[c:20]4[c:21]([Cl:33])[c:22]([O:26][CH:27]5[CH2:28][CH2:29][NH:30][CH2:31][CH2:32]5)[cH:23][cH:24][cH:25]4)[c:12]([C:14](=[O:15])[NH2:16])[s:13]3)[cH:7][n:8]2)[cH:34][cH:35]1>>[Cl:1][c:2]1[cH:3][c:4]2[c:5]([n:6](-[c:9]3[cH:10][c:11]([O:17][CH:18]([CH3:19])[c:20]4[c:21]([Cl:33])[c:22]([O:26][CH:27]5[CH2:28][CH2:29][N:30]([CH2:37][CH2:36][S:38](=[O:39])(=[O:40])[CH3:41])[CH2:31][CH2:32]5)[cH:23][cH:24][cH:25]4)[c:12]([C:14](=[O:15])[NH2:16])[s:13]3)[cH:7][n:8]2)[cH:34][cH:35]1. The product is CC(Oc1cc(-n2cnc3cc(Cl)ccc32)sc1C(N)=O)c1cccc(OC2CCN(CCS(C)(=O)=O)CC2)c1Cl. Reactants: C1(=CC=CC=C1)P(C1=CC=CC=C1)C1=CC=CC=C1 (triphenylphosphine), BrCCO (2-bromo ethanol), CC(C)OC(=O)/N=N/C(=O)OC(C)C (diisopropylazodicarboxylate), ClC1=C(C=CC(=C1)F)N1S(NC2=C1C=CC=C2)(=O)=O (1-(2-chloro-4-fluorophenyl)-1,3-dihydro-2,1,3-benzothiadiazole 2,2-dioxide). Product: BrCCN1S(N(C2=C1C=CC=C2)C2=C(C=C(C=C2)F)Cl)(=O)=O (1-(2-bromoethyl)-3-(2-chloro-4-fluorophenyl)-1,3-dihydro-2,1,3-benzothiadiazole 2,2-dioxide). As a reaction SMILES: [Cl:1][C:2]1[CH:7]=[C:6]([F:8])[CH:5]=[CH:4][C:3]=1[N:9]1[C:13]2[CH:14]=[CH:15][CH:16]=[CH:17][C:12]=2[NH:11][S:10]1(=[O:19])=[O:18].C1(P(C2C=CC=CC=2)C2C=CC=CC=2)C=CC=CC=1.[Br:39][CH2:40][CH2:41]O.CC(OC(/N=N/C(OC(C)C)=O)=O)C>>[Br:39][CH2:40][CH2:41][N:11]1[C:12]2[CH:17]=[CH:16][CH:15]=[CH:14][C:13]=2[N:9]([C:3]2[CH:4]=[CH:5][C:6]([F:8])=[CH:7][C:2]=2[Cl:1])[S:10]1(=[O:18])=[O:19]. Procedure details: 1-(2-chloro-4-fluorophenyl)-1,3-dihydro-2,1,3-benzothiadiazole 2,2-dioxide (made analogously as in general procedure I, 0.33 g, 1.1 mmol) was treated with triphenylphosphine (0.36 g, 1.4 mmol), 2-bromo ethanol (0.16 g, 1.4 mmol), and diisopropylazodicarboxylate (0.28 g, 1.4 mmol) to provide 0.30 g of 1-(2-bromoethyl)-3-(2-chloro-4-fluorophenyl)-1,3-dihydro-2,1,3-benzothiadiazole 2,2-dioxide. HRMS: calculated for C14H11BrClFN2O2S, 403.93971; found (EI, M+), 403.9386 Reactants: BrC=1C(NN=C(C1Br)OCCC(O)C1=CC=C(C=C1)Cl)=O (4,5-dibromo-6-[3-(4-chlorophenyl)-3- hydroxypropyloxy]-3(2H)pyridazinone), COC=1C=C(CN)C=CC1OC (3,4-dimethoxybenzylamine). Run in C(C)N(CC)CC (triethylamine). Yields the product BrC=1C(NN=C(C1NCC1=CC(=C(C=C1)OC)OC)OCCC(O)C1=CC=C(C=C1)Cl)=O (4-bromo-6-[3-(4-chlorophenyl)-3-hydroxypropyloxy]-5-(3,4- dimethoxybenzylamino)-3(2H)pyridazinone). Yield: 68.5%. RXN SMILES: [Br:1][C:2]1[C:3](=[O:21])[NH:4][N:5]=[C:6]([O:9][CH2:10][CH2:11][CH:12]([C:14]2[CH:19]=[CH:18][C:17]([Cl:20])=[CH:16][CH:15]=2)[OH:13])[C:7]=1Br.[CH3:22][O:23][C:24]1[CH:25]=[C:26]([CH:29]=[CH:30][C:31]=1[O:32][CH3:33])[CH2:27][NH2:28]>C(N(CC)CC)C>[Br:1][C:2]1[C:3](=[O:21])[NH:4][N:5]=[C:6]([O:9][CH2:10][CH2:11][CH:12]([C:14]2[CH:19]=[CH:18][C:17]([Cl:20])=[CH:16][CH:15]=2)[OH:13])[C:7]=1[NH:28][CH2:27][C:26]1[CH:29]=[CH:30][C:31]([O:32][CH3:33])=[C:24]([O:23][CH3:22])[CH:25]=1. Reported procedure: From 300 mg of 4,5-dibromo-6-[3-(4-chlorophenyl)-3- hydroxypropyloxy]-3(2H)pyridazinone, 228 mg of 3,4-dimethoxybenzylamine and 69 mg of triethylamine, 246 mg of the title compound was prepared in the same manner as in Example 1, as white crystals having a melting point of 190°-196° C. The reactants are CC(C(=O)O)(CCC(N(C(CC)CC)CC1=CC(=CC=C1)C=1OC(C2=C(N1)SC1=C2CCCC1)=O)=O)C (2,2-dimethyl-5-oxo-5-{[3-(4-oxo-5,6,7,8-tetrahydro-4H-[1]benzothieno[2,3-d][1,3]oxazin-2-yl)benzyl](pentan-3-yl)amino}pentanoic acid), CN(C)C=O (DMF), CI (methyl iodide), C([O-])([O-])=O.[K+].[K+] (potassium carbonate). Run in O (Water). Reaction conditions: time 1 hour. Yields the product CC(C(=O)OC)(CCC(N(C(CC)CC)CC1=CC(=CC=C1)C=1OC(C2=C(N1)SC1=C2CCCC1)=O)=O)C (methyl 2,2-dimethyl-5-oxo-5-{[3-(4-oxo-5,6,7,8-tetrahydro-4H-[1]benzothieno[2,3-d][1,3]oxazin-2-yl)benzyl](pentan-3-yl)amino}pentanoate). As a reaction SMILES: [CH3:1][C:2]([CH3:37])([CH2:6][CH2:7][C:8](=[O:36])[N:9]([CH2:15][C:16]1[CH:21]=[CH:20][CH:19]=[C:18]([C:22]2[O:23][C:24](=[O:35])[C:25]3[C:30]4[CH2:31][CH2:32][CH2:33][CH2:34][C:29]=4[S:28][C:26]=3[N:27]=2)[CH:17]=1)[CH:10]([CH2:13][CH3:14])[CH2:11][CH3:12])[C:3]([OH:5])=[O:4].[CH3:38]N(C=O)C.CI.C(=O)([O-])[O-].[K+].[K+]>O>[CH3:37][C:2]([CH3:1])([CH2:6][CH2:7][C:8](=[O:36])[N:9]([CH2:15][C:16]1[CH:21]=[CH:20][CH:19]=[C:18]([C:22]2[O:23][C:24](=[O:35])[C:25]3[C:30]4[CH2:31][CH2:32][CH2:33][CH2:34][C:29]=4[S:28][C:26]=3[N:27]=2)[CH:17]=1)[CH:10]([CH2:11][CH3:12])[CH2:13][CH3:14])[C:3]([O:5][CH3:38])=[O:4] |f:3.4.5|. Reported procedure: To a mixture of 4.81 g of 2,2-dimethyl-5-oxo-5-{[3-(4-oxo-5,6,7,8-tetrahydro-4H-[1]benzothieno[2,3-d][1,3]oxazin-2-yl)benzyl](pentan-3-yl)amino}pentanoic acid and 50 mL of DMF were added 2.59 g of methyl iodide and 3.16 g of potassium carbonate, followed by stirring for 1 hour at room temperature. Water was added to a reaction mixture, followed by extraction with ethyl acetate. The organic layer was washed with saturated brine and then dried over anhydrous sodium sulfate, and the solvent was rem... The reactants are OC[C@@H](C(=O)OC)NC(=O)[C@H]1N(CCC1)C(=O)OC(C)(C)C ((S)-tert-butyl 2-((S)-3-hydroxy-1-methoxy-1-oxopropan-2-ylcarbamoyl)-pyrrolidine-1-carboxylate), Cl (HCl). The solvent is O1CCOCC1 (1,4-dioxane), O1CCOCC1 (dioxane). Conditions: time 4 hour. The product is OC[C@@H](C(=O)OC)NC(=O)[C@H]1NCCC1 ((S)-methyl 3-hydroxy-2-((S)-pyrrolidine-2-carboxamido)propionate). Yield: 82.0%. RXN SMILES: [OH:1][CH2:2][C@H:3]([NH:8][C:9]([C@@H:11]1[CH2:15][CH2:14][CH2:13][N:12]1C(OC(C)(C)C)=O)=[O:10])[C:4]([O:6][CH3:7])=[O:5].Cl>O1CCOCC1>[OH:1][CH2:2][C@H:3]([NH:8][C:9]([C@@H:11]1[CH2:15][CH2:14][CH2:13][NH:12]1)=[O:10])[C:4]([O:6][CH3:7])=[O:5]. Procedure: (S)-Tert-butyl-2-((S)-3-hydroxy-1-methoxy-1-oxopropan-2-ylcarbamoyl)-pyrrolidine-1-carboxylate (3) (500 mg, 1.58 mmol) was dissolved in 1,4-dioxane (3 mL) and a HCl solution in dioxane (3.16 mL, 3.16 mmol) was added stirred at RT for 4 h. The volatiles were evaporated under reduced pressure to afford compound 4 (280 mg) as solid.